From a dataset of the Open Reaction Database (ORD), a public repository of structured organic reaction records. describe an organic reaction: reactants, conditions, products, and yield Reactants: B, C1CCOC1, O=C(c1ccc(OCCN2CCCCCC2)cc1)c1c(-c2c(F)cc(F)cc2F)ccc2cc(O)ccc12, NCCO. The product is Oc1ccc2c(C(O)c3ccc(OCCN4CCCCCC4)cc3)c(-c3c(F)cc(F)cc3F)ccc2c1. As a reaction SMILES: [BH3:1].[CH2:44]1[O:45][CH2:46][CH2:47][CH2:48]1.[N:2]1([CH2:9][CH2:10][O:11][c:12]2[cH:13][cH:14][c:15]([C:18](=[O:19])[c:20]3[c:21](-[c:31]4[c:32]([F:39])[cH:33][c:34]([F:38])[cH:35][c:36]4[F:37])[cH:22][cH:23][c:24]4[cH:25][c:26]([OH:30])[cH:27][cH:28][c:29]34)[cH:16][cH:17]2)[CH2:3][CH2:4][CH2:5][CH2:6][CH2:7][CH2:8]1.[NH2:40][CH2:41][CH2:42][OH:43]>>[N:2]1([CH2:9][CH2:10][O:11][c:12]2[cH:13][cH:14][c:15]([CH:18]([OH:19])[c:20]3[c:21](-[c:31]4[c:32]([F:39])[cH:33][c:34]([F:38])[cH:35][c:36]4[F:37])[cH:22][cH:23][c:24]4[cH:25][c:26]([OH:30])[cH:27][cH:28][c:29]34)[cH:16][cH:17]2)[CH2:3][CH2:4][CH2:5][CH2:6][CH2:7][CH2:8]1.